This data is from the Open Reaction Database (ORD), a public repository of structured organic reaction records. The task is: describe an organic reaction: reactants, conditions, products, and yield Starting materials: CN(C)CC(=O)O (Dimethylamino-acetic acid), ON1C(CCC1=O)=O (N-hydroxy-succinimide), C1(CCCCC1)N=C=NC1CCCCC1 (dicyclohexyl-carbodiimide). Run in C(Cl)Cl (CH2Cl2). Reaction conditions: time 20 hour. The product is O=C1N(C(CC1)=O)OC(CN(C)C)=O (Dimethylamino-acetic acid-(2,5-dioxo-pyrrolidine-1-yl)-ester). As a reaction SMILES: [CH3:1][N:2]([CH2:4][C:5]([OH:7])=[O:6])[CH3:3].O[N:9]1[C:13](=[O:14])[CH2:12][CH2:11][C:10]1=[O:15].C1(N=C=NC2CCCCC2)CCCCC1>C(Cl)Cl>[O:15]=[C:10]1[CH2:11][CH2:12][C:13](=[O:14])[N:9]1[O:6][C:5](=[O:7])[CH2:4][N:2]([CH3:3])[CH3:1]. Procedure: 5.15 g (50 mMol) Dimethylamino-acetic acid 15 was added to 5.75 g (50 mMol) N-hydroxy-succinimide and 11.05 g (55 mMol) dicyclohexyl-carbodiimide in 100 ml CH2Cl2 at 0° C. The reaction mixture was stirred for 20 h at RT. The residue was filtered and the filtrate was evaporated in vacuum to dryness. The residue was then dissolved in diethylether, mixed with A-Kohle. The solution was filtered off and evaporated. The obtained oil was dissolved in a small amount of diethylether to get a crystallizat... The reactants are N1C(=CC2=CC=CC=C12)C(=O)OCC (ethyl indole-2-carboxylate), [OH-].[NH4+] (ammonium hydroxide). Run at temperature 80 celsius. The product is N1C(=CC2=CC=CC=C12)C(=O)N (Indole-2-carboxamide). RXN SMILES: [NH:1]1[C:9]2[C:4](=[CH:5][CH:6]=[CH:7][CH:8]=2)[CH:3]=[C:2]1[C:10]([O:12]CC)=O.[OH-].[NH4+:16]>>[NH:1]1[C:9]2[C:4](=[CH:5][CH:6]=[CH:7][CH:8]=2)[CH:3]=[C:2]1[C:10]([NH2:16])=[O:12] |f:1.2|. Reported procedure: A mixture of ethyl indole-2-carboxylate (5 g, 26.5 mmol) and ammonium hydroxide (30 mL) was heated at 80° C. in a sealed glass vessel overnight. The reaction was cooled and the title compound (3.06 g, 73%) was collected by filtration as a colorless solid: 1H NMR (400 MHz, DMSO-d6) δ 7.95 (br, 1H), 7.61 (d, 1H), 7.41 (d, 1H), 7.36 (br, 1H), 7.12, (t, 1H), 7.01 (t, 1H).